The task is: describe an organic reaction: reactants, conditions, products, and yield. This data is from the Open Reaction Database (ORD), a public repository of structured organic reaction records. Yields the product C(C)(C)OC1=CC=CC2=C1C(=C(O2)C(=O)O)C (4-isopropoxy-3-methyl-benzofuran-2-carboxylic acid). Procedure details: To 220 mg of 4-isopropoxy-3-methyl-benzofuran-2-carboxylic acid tert-butyl ester was added 3 mL of TFA/dichloromethane (1:1). The solution was stirred at room temperature for 3 h. The solvents were removed under vacuum and the residue was triturated with acetonitrile. Filtration of the precipitate gave 210 mg of 4-isopropoxy-3-methyl-benzofuran-2-carboxylic acid as a white solid. Run at time 3 hour. Starting materials: C(C)(C)(C)OC(=O)C=1OC2=C(C1C)C(=CC=C2)OC(C)C (4-isopropoxy-3-methyl-benzofuran-2-carboxylic acid tert-butyl ester), C(=O)(C(F)(F)F)O.ClCCl (TFA dichloromethane). Reaction SMILES: C([O:5][C:6]([C:8]1[O:9][C:10]2[CH:17]=[CH:16][CH:15]=[C:14]([O:18][CH:19]([CH3:21])[CH3:20])[C:11]=2[C:12]=1[CH3:13])=[O:7])(C)(C)C.C(O)(C(F)(F)F)=O.ClCCl>>[CH:19]([O:18][C:14]1[C:11]2[C:12]([CH3:13])=[C:8]([C:6]([OH:7])=[O:5])[O:9][C:10]=2[CH:17]=[CH:16][CH:15]=1)([CH3:21])[CH3:20] |f:1.2|. The yield is 118.3%. Reactants: NC=1SC=C(C1C(=O)OCC)C1=CC=CC=C1 (2-amino-3-carboethoxy-4-phenylthiophene), ClCCN=C=O (2-chloroethylisocyanate), ClCCN=C=O (2-chloroethylisocyanate). Solvent: C1(=CC=CC=C1)C (toluene). Conditions: time 1 hour. The product is C(=O)(OCC)C1=C(SC=C1C1=CC=CC=C1)NC(=O)NCCCl (N-(3-carboethoxy-4-phenylthien-2-yl)-N'-(chloroethyl)urea). RXN SMILES: [NH2:1][C:2]1[S:3][CH:4]=[C:5]([C:12]2[CH:17]=[CH:16][CH:15]=[CH:14][CH:13]=2)[C:6]=1[C:7]([O:9][CH2:10][CH3:11])=[O:8].[Cl:18][CH2:19][CH2:20][N:21]=[C:22]=[O:23]>C1(C)C=CC=CC=1>[C:7]([C:6]1[C:5]([C:12]2[CH:17]=[CH:16][CH:15]=[CH:14][CH:13]=2)=[CH:4][S:3][C:2]=1[NH:1][C:22]([NH:21][CH2:20][CH2:19][Cl:18])=[O:23])([O:9][CH2:10][CH3:11])=[O:8]. Procedure: A solution of 2-amino-3-carboethoxy-4-phenylthiophene, prepared by the method of Gewald Chem. Ber. (1966), 99, 94, (2.47 g, 0.010 mol) in toluene (30 mL) was heated to reflux, treated with 2-chloroethylisocyanate (1.0 mL, 0.012 mol), stirred for 1 hour, treated with a second portion of 2-chloroethylisocyanate (1.0 mL, 0.012 mol), stirred for 1 hour, cooled, and concentrated. The product was crystallized from ethyl acetate/hexane to provide 2.93 g (83%) yield of the title compound. The reactants are CN(C)CC1=C(C=[C-]C1)CNC2=C3C=CC(=CC3=NC=C2)Cl.C1C=CC=[C-]1.[Fe+2] (ferroquine), oxime, CN(C)C[C-]1C(=CC=C1)C=O.[CH-]1C=CC=C1.[Fe+2] (1-[(dimethylamino)methyl]-2-formyl-ferrocene), CN(C)C[C-]1C=CC=C1.[CH-]1C=CC=C1.[Fe+2] ((dimethylamino)methyl-ferrocene), oxime. The product is NC[C-]1C(=CC=C1)CN(C)C.[CH-]1C=CC=C1.[Fe+2] (1-(aminomethyl)-2-[(dimethylamino)methyl]-ferrocene). Isolated yield 85.0%. Reaction SMILES: [CH3:1][N:2]([CH2:4][C:5]1[CH2:9][C-:8]=[CH:7][C:6]=1[CH2:10][NH:11]C1C=CN=C2C=1C=CC(Cl)=C2)[CH3:3].[CH2:23]1[C-:27]=[CH:26][CH:25]=[CH:24]1.[Fe+2:28].CN(C[C-]1C=CC=C1C=O)C.[CH-]1C=CC=C1.[Fe+2].CN(C[C-]1C=CC=C1)C.[CH-]1C=CC=C1.[Fe+2]>>[NH2:11][CH2:10][C-:6]1[CH:7]=[CH:8][CH:9]=[C:5]1[CH2:4][N:2]([CH3:3])[CH3:1].[CH-:23]1[CH:27]=[CH:26][CH:25]=[CH:24]1.[Fe+2:28] |f:0.1.2,3.4.5,6.7.8,9.10.11|. Procedure details: The known method for the manufacture of ferroquine, partially represented in scheme 2 below, consists in synthesizing firstly 1-[(dimethylamino)methyl]-2-formyl-ferrocene from (dimethylamino)methyl-ferrocene with a yield of about 85%, then in preparing the corresponding intermediate oxime, and finally in carrying out reduction of this oxime which leads to obtaining 1-(aminomethyl)-2-[(dimethylamino)methyl]-ferrocene which can be isolated in the form of dihydrochloride. The yield of synthesis of ... Reactants: ClC=1C(=NC2=CC=CC(=C2N1)Cl)C (3,5-dichloro-2-methylquinoxaline), ClC1=C(C=C(C=C1)F)B(O)O (2-chloro-5-fluorophenylboronic acid), C(=O)(O)O (sodium carbonate anhydrous). The reagents and catalysts are C=1C=CC(=CC1)[P](C=2C=CC=CC2)(C=3C=CC=CC3)[Pd]([P](C=4C=CC=CC4)(C=5C=CC=CC5)C=6C=CC=CC6)([P](C=7C=CC=CC7)(C=8C=CC=CC8)C=9C=CC=CC9)[P](C=1C=CC=CC1)(C=1C=CC=CC1)C=1C=CC=CC1 (tetrakis(triphenylphosphine)palladium). The solvent is C(C)#N.O (acetonitrile water). Reaction conditions: temperature 100 celsius. Product: ClC1=C2N=C(C(=NC2=CC=C1)C)C1=C(C=CC(=C1)F)Cl (5-chloro-3-(2-chloro-5-fluorophenyl)-2-methylquinoxaline). Reaction SMILES: Cl[C:2]1[C:3]([CH3:13])=[N:4][C:5]2[C:10]([N:11]=1)=[C:9]([Cl:12])[CH:8]=[CH:7][CH:6]=2.[Cl:14][C:15]1[CH:20]=[CH:19][C:18]([F:21])=[CH:17][C:16]=1B(O)O.C(O)(O)=O>C(#N)C.O.C1C=CC([P]([Pd]([P](C2C=CC=CC=2)(C2C=CC=CC=2)C2C=CC=CC=2)([P](C2C=CC=CC=2)(C2C=CC=CC=2)C2C=CC=CC=2)[P](C2C=CC=CC=2)(C2C=CC=CC=2)C2C=CC=CC=2)(C2C=CC=CC=2)C2C=CC=CC=2)=CC=1>[Cl:12][C:9]1[CH:8]=[CH:7][CH:6]=[C:5]2[C:10]=1[N:11]=[C:2]([C:20]1[CH:19]=[C:18]([F:21])[CH:17]=[CH:16][C:15]=1[Cl:14])[C:3]([CH3:13])=[N:4]2 |f:3.4,^1:36,38,57,76|. Reported procedure: A mixture of 3,5-dichloro-2-methylquinoxaline (Prepared in Example 85, 1.0000 g, 4.693 mmol), 2-chloro-5-fluorophenylboronic acid (0.9002 g, 5.163 mmol), tetrakis(triphenylphosphine)palladium (0.2712 g, 0.2347 mmol), and sodium carbonate anhydrous (2.487 g, 23.47 mmol) in acetonitrile-water (3:1) (47.00 mL) was stirred at 100° C. After 3 hs, the mixture was cooled to room temperature and partitioned between EtOAc (100 mL) and water (100 mL). The organic layer was washed with brine (50 mL×2), dri... Reactants: CC(C)(OC(=O)OCC1=CC=C(C=C1)[N+](=O)[O-])[C@H]1[C@H]2CC(=C(N2C1=O)C(=O)OCC1=CC=C(C=C1)[N+](=O)[O-])SC=1C=CC=2N(N1)N=NN2 (4-nitrobenzyl (5R, 6R)-6-[1-methyl-1-(4-nitrobenzyloxycarbonyloxy)ethyl]-7-oxo-3-(tetrazolo[1,5-b]pyridazin-6-ylthio)-1-aza-bicyclo[3.2.0]hept-2-ene-2-carboxylate), P(=O)(O)([O-])[O-].[K+].[K+] (dipotassium hydrogen phosphate). Reagents/catalysts: O.[Pt](=O)=O (platinum (IV) oxide monohydrate). The solvent is [H][H] (hydrogen), O1CCCC1 (tetrahydrofuran), C(C)O (ethanol). Product: OC(C)(C)[C@H]1[C@H]2CC(=C(N2C1=O)C(=O)[O-])SC=1C=CC=2N(N1)N=NN2.[K+] (potassium (5R, 6R)-6-(1-hydroxy-1-methylethyl)-3-(tetrazolo[1,5-b]pyridazin-6-ylthio)-7-oxo-1-azabicyclo[3.2.0]hept-2-ene-2-carboxylate). RXN SMILES: [CH3:1][C:2]([C@@H:18]1[C:24](=[O:25])[N:23]2[C@@H:19]1[CH2:20][C:21]([S:39][C:40]1[CH:41]=[CH:42][C:43]3[N:44]([N:46]=[N:47][N:48]=3)[N:45]=1)=[C:22]2[C:26]([O:28]CC1C=CC([N+]([O-])=O)=CC=1)=[O:27])([O:4]C(OCC1C=CC([N+]([O-])=O)=CC=1)=O)[CH3:3].P([O-])([O-])(O)=O.[K+:54].[K+]>O1CCCC1.C(O)C.[H][H].O.[Pt](=O)=O>[OH:4][C:2]([C@@H:18]1[C:24](=[O:25])[N:23]2[C@@H:19]1[CH2:20][C:21]([S:39][C:40]1[CH:41]=[CH:42][C:43]3[N:44]([N:46]=[N:47][N:48]=3)[N:45]=1)=[C:22]2[C:26]([O-:28])=[O:27])([CH3:3])[CH3:1].[K+:54] |f:1.2.3,7.8,9.10|. Procedure details: A mixture of 4-nitrobenzyl (5R, 6R)-6-[1-methyl-1-(4-nitrobenzyloxycarbonyloxy)ethyl]-7-oxo-3-(tetrazolo[1,5-b]pyridazin-6-ylthio)-1-aza-bicyclo[3.2.0]hept-2-ene-2-carboxylate (0.4357 g), platinum (IV) oxide monohydrate (0.2179 g) in 0.047M aqueous dipotassium hydrogen phosphate (41.1 ml), tetrahydrofuran (52.3 ml) and ethanol (4.40 ml) was stirred for 3.7 hours in hydrogen gas under atmospheric pressure at ambient temperature. After the catalyst was filtered off, the filtrate was concentrated t... Yields the product FC=1C=C(N)C=CC1SC1=CC=NC=C1 (3-fluoro-4-(4-pyridinylsulfanyl)aniline). Starting materials: SC1=CC=NC=C1 (4-mercaptopyridine), FC=1C=C(C=CC1F)[N+](=O)[O-] (3,4-difluoronitrobenzene), C([O-])([O-])=O.[K+].[K+] (potassium carbonate). Procedure: A solution of 4-mercaptopyridine (4.2 g, 35.6 mmol), 3,4-difluoronitrobenzene (5.7 g, 35.7 mmol), and potassium carbonate (12.4 g, 89.7 mmol) in anhydrous DMF (40 mL) was stirred at 40° C. and under argon for 3 h. TLC showed complete reaction. The mixture was diluted with ethyl acetate (100 mL) and water (100 mL) and the aqueous layer was back-extracted with ethylacetate (2×100 mL). The organic layers were washed with a saturated NaCl solution (100 mL), dried (MgSO4), and concentrated under redu... Isolated yield 80.3%. As a reaction SMILES: [SH:1][C:2]1[CH:7]=[CH:6][N:5]=[CH:4][CH:3]=1.[F:8][C:9]1[CH:10]=[C:11]([N+:16]([O-])=O)[CH:12]=[CH:13][C:14]=1F.C(=O)([O-])[O-].[K+].[K+]>CN(C=O)C.C(OCC)(=O)C.O>[F:8][C:9]1[CH:10]=[C:11]([CH:12]=[CH:13][C:14]=1[S:1][C:2]1[CH:7]=[CH:6][N:5]=[CH:4][CH:3]=1)[NH2:16] |f:2.3.4|. The solvent is CN(C)C=O (DMF), C(C)(=O)OCC (ethyl acetate), O (water). Reactants: C(C(=O)O)(=O)O (oxalic acid), O1[C@@H](C1)COC1=C2C=CNC2=CC=C1 ((S)-(+)-4-(oxiranylmethoxy)-1H-indole), N1CCC2(CC1)OCCC1C2=CC=CC1 (1,5-dihydrospiro[4H-2-benzopyran-1,4'-piperidine]), CO (methanol). Product: C(C(=O)O)(=O)O.N1C=CC2=C(C=CC=C12)OC[C@H](CN1CCC2(CC1)OCCC1C2=CC=CC1)O ((2S)-(-)-1-(4-indolyloxy)-3-(1,5-dihydrospiro[4H-2-benzopyran-1,4'-piperidin]-1'-yl)-2-propanol ethanedioate). Procedure: The title compound was prepared in similar fashion from (S)-(+)-4-(oxiranylmethoxy)-1H-indole and 1,5-dihydrospiro[4H-2-benzopyran-1,4'-piperidine]. The resulting free base was dissolved in ethyl acetate, and precipitated with one equivalent of oxalic acid in ethyl acetate in 58% overall yield. FDMS m/e=392 (M+ of free base). α[D]589 =-23.56 (c=0.51, methanol). The solvent is C(C)(=O)OCC (ethyl acetate), C(C)(=O)OCC (ethyl acetate). As a reaction SMILES: [O:1]1[CH2:3][C@H:2]1[CH2:4][O:5][C:6]1[CH:14]=[CH:13][CH:12]=[C:11]2[C:7]=1[CH:8]=[CH:9][NH:10]2.[NH:15]1[CH2:20][CH2:19][C:18]2([C:25]3=[CH:26][CH:27]=[CH:28][CH2:29][CH:24]3[CH2:23][CH2:22][O:21]2)[CH2:17][CH2:16]1.[C:30]([OH:35])(=[O:34])[C:31]([OH:33])=[O:32].CO>C(OCC)(=O)C>[C:30]([OH:35])(=[O:34])[C:31]([OH:33])=[O:32].[NH:10]1[C:11]2[C:7](=[C:6]([O:5][CH2:4][C@@H:2]([OH:1])[CH2:3][N:15]3[CH2:20][CH2:19][C:18]4([C:25]5=[CH:26][CH:27]=[CH:28][CH2:29][CH:24]5[CH2:23][CH2:22][O:21]4)[CH2:17][CH2:16]3)[CH:14]=[CH:13][CH:12]=2)[CH:8]=[CH:9]1 |f:5.6|. The reactants are C(C1=CC=CC=C1)OC(=O)N1C(NC[C@H]1C(=O)OC(C)(C)C)=O (tert.-butyl (4S)-3-benzyloxycarbonyl-2-oxo-imidazolidine-4-carboxylate), C([O-])([O-])=O.[K+].[K+] (potassium carbonate), C(C1=CC=CC=C1)Br (benzyl bromide). Run in CC(=O)C (acetone). Reaction conditions: time 3 day. Yields the product C(C1=CC=CC=C1)N1C(N([C@@H](C1)C(=O)OC(C)(C)C)C(=O)OCC1=CC=CC=C1)=O (tert.-butyl (4S)-1-benzyl-3-benzyloxycarbonyl-2-oxo-imidazolidine-4-carboxylate). The yield is 75.6%. Reaction SMILES: [CH2:1]([O:8][C:9]([N:11]1[C@H:15]([C:16]([O:18][C:19]([CH3:22])([CH3:21])[CH3:20])=[O:17])[CH2:14][NH:13][C:12]1=[O:23])=[O:10])[C:2]1[CH:7]=[CH:6][CH:5]=[CH:4][CH:3]=1.C(=O)([O-])[O-].[K+].[K+].[CH2:30](Br)[C:31]1[CH:36]=[CH:35][CH:34]=[CH:33][CH:32]=1>CC(C)=O>[CH2:30]([N:13]1[CH2:14][C@@H:15]([C:16]([O:18][C:19]([CH3:20])([CH3:22])[CH3:21])=[O:17])[N:11]([C:9]([O:8][CH2:1][C:2]2[CH:7]=[CH:6][CH:5]=[CH:4][CH:3]=2)=[O:10])[C:12]1=[O:23])[C:31]1[CH:36]=[CH:35][CH:34]=[CH:33][CH:32]=1 |f:1.2.3|. Procedure details: A mixture of 9.6 g of tert.-butyl (4S)-3-benzyloxycarbonyl-2-oxo-imidazolidine-4-carboxylate, 8.3 g of potassium carbonate, 20 g of benzyl bromide and 200 ml of acetone is stirred at room temperature for 3 days. Then, the reaction mixture is treated in the same manner as described in Example 1-(2). 9.3 g of tert.-butyl (4S)-1-benzyl-3-benzyloxycarbonyl-2-oxo-imidazolidine-4-carboxylate are obtained as colorless syrup. Yield: 75.6% The reactants are C(C)N1C=C(C2=CC=CC=C12)C=C(C)[N+](=O)[O-] (1-ethyl-3-(2-nitro-propenyl)-1H-indole), [H-].[H-].[H-].[H-].[Li+].[Al+3] (LAH). Solvent: C1CCOC1 (THF), C1CCOC1 (THF). The product is C(C)N1C=C(C2=CC=CC=C12)CC(C)N (2-(1-Ethyl-1H-indol-3-yl)-1-methyl-ethylamine). The yield is 99.0%. As a reaction SMILES: [CH2:1]([N:3]1[C:11]2[C:6](=[CH:7][CH:8]=[CH:9][CH:10]=2)[C:5]([CH:12]=[C:13]([N+:15]([O-])=O)[CH3:14])=[CH:4]1)[CH3:2].[H-].[H-].[H-].[H-].[Li+].[Al+3]>C1COCC1>[CH2:1]([N:3]1[C:11]2[C:6](=[CH:7][CH:8]=[CH:9][CH:10]=2)[C:5]([CH2:12][CH:13]([NH2:15])[CH3:14])=[CH:4]1)[CH3:2] |f:1.2.3.4.5.6|. Procedure: Using analogous reaction conditions and workup as described in Example 1, 1-ethyl-3-(2-nitro-propenyl)-1H-indole (I-42a: 6 g, 25.9740 mmol) in dry THF (30 mL) was reacted with LAH (4.92 g, 129.870 mmol) in dry THF (30 mL). The resulting mixture was refluxed for 12 hrs under nitrogen atmosphere to afford 5.2 g of the product (98% yield). Starting materials: NC1=CC(NN1C)=O (5-Amino-1-methyl-1,2-dihydropyrazol-3-one), ClC=1C=C(C=O)C=CC1Cl (3,4 dichlorobenzaldehyde), CC1(C(CC(CC1)=O)=O)C (4,4-dimethyl-1,3-cyclohexanedione). Yields the product ClC=1C=C(C=CC1Cl)C1C2=C(NC=3CCC(C(C13)=O)(C)C)N(NC2=O)C (4-(3,4-dichlorophenyl)-1,6,6-trimethyl-4,7,8,9-tetrahydro-1H-pyrazolo[3,4-b]quinoline-3,5(2H,6H)-dione). The yield is 68.0%. RXN SMILES: [NH2:1][C:2]1[N:6]([CH3:7])[NH:5][C:4](=[O:8])[CH:3]=1.[Cl:9][C:10]1[CH:11]=[C:12]([CH:15]=[CH:16][C:17]=1[Cl:18])[CH:13]=O.[CH3:19][C:20]1([CH3:28])[CH2:25][CH2:24][C:23](=O)[CH2:22][C:21]1=[O:27]>>[Cl:9][C:10]1[CH:11]=[C:12]([CH:13]2[C:22]3[C:21](=[O:27])[C:20]([CH3:28])([CH3:19])[CH2:25][CH2:24][C:23]=3[NH:1][C:2]3[N:6]([CH3:7])[NH:5][C:4](=[O:8])[C:3]2=3)[CH:15]=[CH:16][C:17]=1[Cl:18]. Procedure details: 5-Amino-1-methyl-1,2-dihydropyrazol-3-one (0.08 g, 0.75 mmol), 3,4 dichlorobenzaldehyde (0.13 g, 0.75 mmol), and 4,4-dimethyl-1,3-cyclohexanedione (0.10 g, 0.75 mmol) were processed as described in Example 22 to provide 0.2 g (67%) of the title compound. 1H NMR (300 MHz, DMSO-d6) δ 0.92 (s, 3H), 0.99 (s, 3H), 1.78 (t, 2H), 2.65 (m, 2H), 3.45 (s, 3H), 4.83 (s, 1H), 7.08 (dd, 1H), 7.29 (d, 1H), 7.42 (d, 1H), 9.52 (s, 1H), 9.68 (s, 1H); MS (ESI−) m/z 390 (M−H)−; Anal. calcd for C19H19N3Cl2O2: C, 58...